Dataset: the Open Reaction Database (ORD), a public repository of structured organic reaction records. Task: describe an organic reaction: reactants, conditions, products, and yield Reported procedure: To a solution of isovanillin (5.00 g, 32.9 mmol) in N,N-dimethylformamide (300 ml) were added potassium carbonate (5.00 g, 36.1 mmol) and chloromethyl methyl ether (2.91 g, 36.1 mmol), and the mixture was stirred for 4 hours at 50° C. The mixture was allowed to cool to room temperature, followed by addition of water. The mixture was extracted with ethyl acetate-toluene (3:1). The organic layer was washed with water and an aqueous saturated sodium chloride solution in the order, and dried over an... The yield is 89.9%. Run at temperature 50 celsius, time 4 hour. Run in CN(C=O)C (N,N-dimethylformamide). Starting materials: O=CC1=CC(O)=C(OC)C=C1 (isovanillin), C([O-])([O-])=O.[K+].[K+] (potassium carbonate), COCCl (chloromethyl methyl ether), O (water). As a reaction SMILES: [O:1]=[CH:2][C:3]1[CH:11]=[CH:10][C:7]([O:8][CH3:9])=[C:5]([OH:6])[CH:4]=1.C(=O)([O-])[O-].[K+].[K+].[CH3:18][O:19][CH2:20]Cl.O>CN(C)C=O>[CH3:9][O:8][C:7]1[CH:10]=[CH:11][C:3]([CH:2]=[O:1])=[CH:4][C:5]=1[O:6][CH2:18][O:19][CH3:20] |f:1.2.3|. The product is COC1=C(C=C(C=O)C=C1)OCOC (4-methoxy-3-(methoxymethoxy)benzaldehyde). Reactants: ClC=1C=C(C=CC1Cl)N1OC(N(C1=O)CO)=O (2-(3,4-Dichlorophenyl)-4-hydroxymethyl-1,2,4-oxadiazolidin-3,5-dione), S(=O)(Cl)Cl (thionyl chloride). Run in C(Cl)(Cl)Cl (chloroform), C1(=CC=CC=C1)C (toluene), C(Cl)(Cl)Cl (chloroform), C1(=CC=CC=C1)C (toluene). Yields the product ClC=1C=C(C=CC1Cl)N1OC(N(C1=O)CCl)=O (2-(3,4-dichloropheny)-4-chloromethyl-1,2,4-oxadiazolidin-3,5-dione). RXN SMILES: [Cl:1][C:2]1[CH:3]=[C:4]([N:9]2[C:13](=[O:14])[N:12]([CH2:15]O)[C:11](=[O:17])[O:10]2)[CH:5]=[CH:6][C:7]=1[Cl:8].S(Cl)([Cl:20])=O>C(Cl)(Cl)Cl.C1(C)C=CC=CC=1>[Cl:1][C:2]1[CH:3]=[C:4]([N:9]2[C:13](=[O:14])[N:12]([CH2:15][Cl:20])[C:11](=[O:17])[O:10]2)[CH:5]=[CH:6][C:7]=1[Cl:8]. Reported procedure: 2-(3,4-Dichlorophenyl)-4-hydroxymethyl-1,2,4-oxadiazolidin-3,5-dione (0.03 mole) dissolved in chloroform (40 ml) and thionyl chloride (0.06 mole) dissolved in chloroform (10 ml) are charged into a glass reaction vessel equipped with a mechanical stirrer, thermometer and reflux condenser. The reaction mixture is heated at reflux for a period of about 2 hours. After this time the reaction mixture is stripped of solvent under reduced pressure, leaving a residue. This residue is dissolved in toluene... Reactants: CCOC(=O)c1cnc(SC)[nH]c1=O, CCO, Nc1ccccc1F. Product: CCOC(=O)c1cnc(Nc2ccccc2F)[nH]c1=O. As a reaction SMILES: [CH3:1][S:2][c:3]1[nH:4][c:5](=[O:14])[c:6]([C:9](=[O:10])[O:11][CH2:12][CH3:13])[cH:7][n:8]1.[CH3:23][CH2:24][OH:25].[NH2:15][c:16]1[cH:17][cH:18][cH:19][cH:20][c:21]1[F:22]>>[c:3]1([NH:15][c:16]2[cH:17][cH:18][cH:19][cH:20][c:21]2[F:22])[nH:4][c:5](=[O:14])[c:6]([C:9](=[O:10])[O:11][CH2:12][CH3:13])[cH:7][n:8]1. Starting materials: ClC1=CC(=NC2=CC=C(C=C12)C)N1CCS(C2=C(C1)C=CC=C2)(=O)=O (4-(4-chloro-6-methylquinolin-2-yl)-2,3,4,5-tetrahydro-1,4-benzothiazepine 1,1-dioxide), CC1([C@H](CNC1)O)C ((3R)-4,4-dimethylpyrrolidin-3-ol). Yields the product O=S1(CCN(CC2=C1C=CC=C2)C2=NC1=CC=C(C=C1C(=C2)N2C[C@@H](C(C2)(C)C)O)C)=O ((R)-1-[2-(1,1-Dioxido-2,3-dihydro-1,4-benzothiazepin-4(5H)-yl)-6-methylquinolin-4-yl]-4,4-dimethyl-pyrrolidin-3-ol). As a reaction SMILES: Cl[C:2]1[C:11]2[C:6](=[CH:7][CH:8]=[C:9]([CH3:12])[CH:10]=2)[N:5]=[C:4]([N:13]2[CH2:19][C:18]3[CH:20]=[CH:21][CH:22]=[CH:23][C:17]=3[S:16](=[O:25])(=[O:24])[CH2:15][CH2:14]2)[CH:3]=1.[CH3:26][C:27]1([CH3:33])[CH2:31][NH:30][CH2:29][C@@H:28]1[OH:32]>>[O:24]=[S:16]1(=[O:25])[C:17]2[CH:23]=[CH:22][CH:21]=[CH:20][C:18]=2[CH2:19][N:13]([C:4]2[CH:3]=[C:2]([N:30]3[CH2:31][C:27]([CH3:33])([CH3:26])[C@@H:28]([OH:32])[CH2:29]3)[C:11]3[C:6](=[CH:7][CH:8]=[C:9]([CH3:12])[CH:10]=3)[N:5]=2)[CH2:14][CH2:15]1. Procedure details: The title compound was prepared in analogy to Example 3-1 in Scheme 5 by using 4-(4-chloro-6-methylquinolin-2-yl)-2,3,4,5-tetrahydro-1,4-benzothiazepine 1,1-dioxide (prepared in analogy to the one in Example 2-1) and (3R)-4,4-dimethylpyrrolidin-3-ol. MS obsd. (ESI+) [(M+H)+] 452, 1H NMR (400 MHz, CD3OD) δ ppm 7.94 (dd, J=7.83, 1.01 Hz, 1 H), 7.83-7.73 (m, 2 H), 7.58 (td, J=7.58, 1.26 Hz, 1 H), 7.47-7.37 (m, 2 H), 7.23 (dd, J=8.59, 1.77 Hz, 1 H), 6.03 (s, 1 H), 5.11 (s, 2 H), 4.02 (dd, J=10.36, 5...